From a dataset of the Open Reaction Database (ORD), a public repository of structured organic reaction records. describe an organic reaction: reactants, conditions, products, and yield Starting materials: [OH-].[Na+] (NaOH), OS(=O)(=O)O (H2SO4), FC1=C(C(=O)OCC)C=CC(=C1)N (ethyl 2-fluoro-4-amino-benzoate), FC1=C(C(=O)OCC)C=CC(=C1)N (ethyl 2-fluoro-4-amino-benzoate), FC1=C(C=CC(=C1)[N+](=O)[O-])C (2-fluoro-4-nitrotoluene), Na2Cr2O7. Run in C(C)(=O)OCC (ethyl acetate), CC(=O)O (HOAc). Reaction conditions: temperature 90 celsius, time 2 hour. Yields the product FC1=C(C(=O)OCC)C=CC(=C1)[N+](=O)[O-] (Ethyl 2-fluoro-4-nitrobenzoate). As a reaction SMILES: FC1C=C(N)C=C[C:3]=1[C:4](OCC)=[O:5].[F:14][C:15]1[CH:20]=[C:19]([N+:21]([O-:23])=[O:22])[CH:18]=[CH:17][C:16]=1[CH3:24].[OH:25]S(O)(=O)=O.[OH-].[Na+]>CC(O)=O.C(OCC)(=O)C>[F:14][C:15]1[CH:20]=[C:19]([N+:21]([O-:23])=[O:22])[CH:18]=[CH:17][C:16]=1[C:24]([O:5][CH2:4][CH3:3])=[O:25] |f:3.4|. Reported procedure: Ethyl 4-Amino-2-fluorobenzoate (Compound G) To a mixture of 2-fluoro-4-nitrotoluene (1.0 g, 6.4 mmol, Aldrich) and Na2Cr2O7 (2.74 g, 8.4 mmol) in 13.7 ml of HOAc was added slowly 6.83 ml of H2SO4. This mixture was slowly heated to 90° C. for 1 hour to give a greenish heterogeneous solution. The mixture was cooled to room temperature and diluted with ethyl acetate. The pH of the solution was adjusted to 4 with aqueous NaOH. The mixture was extracted with more ethyl acetate. The combined organic l...